From a dataset of the Open Reaction Database (ORD), a public repository of structured organic reaction records. describe an organic reaction: reactants, conditions, products, and yield Starting materials: Cc1ccccc1, Cc1cc(=O)[nH]c2ncccc12, O=P(Cl)(Cl)Cl. Product: Cc1cc(Cl)nc2ncccc12. RXN SMILES: [CH3:18][c:19]1[cH:20][cH:21][cH:22][cH:23][cH:24]1.[CH3:1][c:2]1[cH:3][c:4](=[O:12])[nH:5][c:6]2[n:7][cH:8][cH:9][cH:10][c:11]12.[P:13]([Cl:14])([Cl:15])([Cl:16])=[O:17]>>[CH3:1][c:2]1[cH:3][c:4]([Cl:15])[n:5][c:6]2[n:7][cH:8][cH:9][cH:10][c:11]12. The reactants are C-1. 5-Acetyl-6-methyl-2(1H)-pyridinone, C(C)(=O)C1=C(NC(C(C(=O)O)=C1)=O)C (5-acetyl-1,2-dihydro-6-methyl-2-oxonicotinic acid), diphenyl and diphenyl ether, C (charcoal). Run in C(C)(C)O (isopropyl alcohol). The product is C(C)(=O)C=1C=CC(NC1C)=O (5-acetyl-6-methyl-2-(1H)-pyridinone). RXN SMILES: [C:1]([C:4]1[CH:12]=[C:8](C(O)=O)[C:7](=[O:13])[NH:6][C:5]=1[CH3:14])(=[O:3])[CH3:2].C>C(O)(C)C>[C:1]([C:4]1[CH:12]=[CH:8][C:7](=[O:13])[NH:6][C:5]=1[CH3:14])(=[O:3])[CH3:2]. Reported procedure: C-1. 5-Acetyl-6-methyl-2(1H)-pyridinone--A 10 g portion of 5-acetyl-1,2-dihydro-6-methyl-2-oxonicotinic acid was heated neat in a bath of a boiling mixture of diphenyl and diphenyl ether for 40 minutes and the mixture allowed to cool to room temperature. The reaction mixture was dissolved in hot isopropyl alcohol, treated with decolorizing charcoal and filtered, and the filtrate allowed to stand at room temperature for several hours. The separated product was collected and dried at 90°-95° C. to...